This data is from the Open Reaction Database (ORD), a public repository of structured organic reaction records. The task is: describe an organic reaction: reactants, conditions, products, and yield Starting materials: CCN(C(C)C)C(C)C, COC(=O)C1CC(O)C(NC(=O)c2ccc(Cl)s2)C1, ClCCl, O, CS(=O)(=O)Cl. The product is COC(=O)C1CC(NC(=O)c2ccc(Cl)s2)C(OS(C)(=O)=O)C1. RXN SMILES: [CH2:20]([N:21]([CH:22]([CH3:23])[CH3:24])[CH:25]([CH3:26])[CH3:27])[CH3:28].[CH3:1][O:2][C:3](=[O:4])[CH:5]1[CH2:6][CH:7]([NH:11][C:12](=[O:13])[c:14]2[s:15][c:16]([Cl:19])[cH:17][cH:18]2)[CH:8]([OH:10])[CH2:9]1.[Cl:34][CH2:35][Cl:36].[OH2:37].[S:29](=[O:30])(=[O:31])([CH3:32])[Cl:33]>>[CH3:1][O:2][C:3](=[O:4])[CH:5]1[CH2:6][CH:7]([NH:11][C:12](=[O:13])[c:14]2[s:15][c:16]([Cl:19])[cH:17][cH:18]2)[CH:8]([O:10][S:29](=[O:30])(=[O:31])[CH3:32])[CH2:9]1.